Dataset: the Open Reaction Database (ORD), a public repository of structured organic reaction records. Task: describe an organic reaction: reactants, conditions, products, and yield Starting materials: C1CCOC1, Cc1ccccc1, CC(C)(C)OC(=O)N1CC(OC(=O)c2cc(C(F)(F)F)cc(C(F)(F)F)c2)C(c2ccc(F)cc2)C1. The product is C=C(OC1CN(C(=O)OC(C)(C)C)CC1c1ccc(F)cc1)c1cc(C(F)(F)F)cc(C(F)(F)F)c1. RXN SMILES: [CH2:37]1[O:38][CH2:39][CH2:40][CH2:41]1.[CH3:42][c:43]1[cH:44][cH:45][cH:46][cH:47][cH:48]1.[F:1][C:2]([c:3]1[cH:4][c:5]([C:6](=[O:7])[O:8][CH:9]2[CH2:10][N:11]([C:21](=[O:22])[O:23][C:24]([CH3:25])([CH3:26])[CH3:27])[CH2:12][CH:13]2[c:14]2[cH:15][cH:16][c:17]([F:20])[cH:18][cH:19]2)[cH:28][c:29]([C:31]([F:32])([F:33])[F:34])[cH:30]1)([F:35])[F:36]>>[F:1][C:2]([c:3]1[cH:4][c:5]([C:6]([O:8][CH:9]2[CH2:10][N:11]([C:21](=[O:22])[O:23][C:24]([CH3:25])([CH3:26])[CH3:27])[CH2:12][CH:13]2[c:14]2[cH:15][cH:16][c:17]([F:20])[cH:18][cH:19]2)=[CH2:37])[cH:28][c:29]([C:31]([F:32])([F:33])[F:34])[cH:30]1)([F:35])[F:36]. Starting materials: BrC1=CC=C(NC)C=C1 (4-bromo-N-methylaniline), C1(=CC=CC=C1)S(=O)(=O)Cl (benzenesulfonyl chloride). Run in N1=CC=CC=C1 (pyridine). The product is BrC1=CC=C(C=C1)N(S(=O)(=O)C1=CC=CC=C1)C (N-(4-Bromophenyl)-N-methyl-benzenesulfonamide). RXN SMILES: [Br:1][C:2]1[CH:9]=[CH:8][C:5]([NH:6][CH3:7])=[CH:4][CH:3]=1.[C:10]1([S:16](Cl)(=[O:18])=[O:17])[CH:15]=[CH:14][CH:13]=[CH:12][CH:11]=1>N1C=CC=CC=1>[Br:1][C:2]1[CH:9]=[CH:8][C:5]([N:6]([CH3:7])[S:16]([C:10]2[CH:15]=[CH:14][CH:13]=[CH:12][CH:11]=2)(=[O:18])=[O:17])=[CH:4][CH:3]=1. Procedure: A solution of 0.61 g (3.3 mmol) of 4-bromo-N-methylaniline and 0.5 mL (3.92 mmol) of benzenesulfonyl chloride in 5 mL of pyridine was stirred for 12 h at rt. After that time the pyridine was removed by azeotropic distillation with heptane. The residue was purified by chromatography on silica (hexanes:EtOAc, 9:1) to give the title compound.